Dataset: the Open Reaction Database (ORD), a public repository of structured organic reaction records. Task: describe an organic reaction: reactants, conditions, products, and yield Starting materials: CC=1NC(=C(C(C1C(=O)OCC=CC(C)(C)C)C1=CC=CC=C1)C(=O)[O-])C ((+) tertbutyl,allyl 2,6-dimethyl-4phenyl-1,4-dihydropyridine-3,5-dicarboxylate), C(=O)[O-].[NH4+] (ammonium formate), C1(=CC=CC=C1)P(C1=CC=CC=C1)C1=CC=CC=C1 (triphenylphospine). Reagents/catalysts: [Pd] (Pd). Run in O1CCOCC1 (dioxane). Product: CC=1NC(=C(C(C1C(=O)OC(C)(C)C)C1=CC=CC=C1)C(=O)O)C ((+)-tertbutyl 2,6-dimethyl-4-phenyl-5-carboxy-1,4-dihydropyridine-3-carboxylate). As a reaction SMILES: [CH3:1][C:2]1[NH:3][C:4]([CH3:27])=[C:5]([C:24]([O-:26])=[O:25])[CH:6]([C:18]2[CH:23]=[CH:22][CH:21]=[CH:20][CH:19]=2)[C:7]=1[C:8]([O:10]CC=CC(C)(C)C)=[O:9].[CH:28]([O-])=O.[NH4+].C1(P([C:45]2[CH:50]=[CH:49]C=CC=2)C2C=CC=CC=2)C=CC=CC=1>O1CCOCC1.[Pd]>[CH3:1][C:2]1[NH:3][C:4]([CH3:27])=[C:5]([C:24]([OH:26])=[O:25])[CH:6]([C:18]2[CH:23]=[CH:22][CH:21]=[CH:20][CH:19]=2)[C:7]=1[C:8]([O:10][C:50]([CH3:49])([CH3:45])[CH3:28])=[O:9] |f:1.2|. Procedure: A sample of (+) tertbutyl,allyl 2,6-dimethyl-4phenyl-1,4-dihydropyridine-3,5-dicarboxylate is treated in dioxane with 10% Pd on C, ammonium formate and triphenylphospine to give (+)-tertbutyl 2,6-dimethyl-4-phenyl-5-carboxy-1,4-dihydropyridine-3-carboxylate. The reactants are Cc1c(S(C)(=O)=O)cc([N+](=O)[O-])c(O)c1[N+](=O)[O-], CN(C)c1ccccc1, O, O=P(Cl)(Cl)Cl. The product is Cc1c(S(C)(=O)=O)cc([N+](=O)[O-])c(Cl)c1[N+](=O)[O-]. Reaction SMILES: [CH3:1][S:2](=[O:3])(=[O:4])[c:5]1[c:6]([CH3:18])[c:7]([N+:15](=[O:16])[O-:17])[c:8]([OH:14])[c:9]([N+:11](=[O:12])[O-:13])[cH:10]1.[CH3:25][N:26]([c:27]1[cH:28][cH:29][cH:30][cH:31][cH:32]1)[CH3:33].[OH2:19].[P:20]([Cl:21])([Cl:22])([Cl:23])=[O:24]>>[CH3:1][S:2](=[O:3])(=[O:4])[c:5]1[c:6]([CH3:18])[c:7]([N+:15](=[O:16])[O-:17])[c:8]([Cl:22])[c:9]([N+:11](=[O:12])[O-:13])[cH:10]1. The reactants are Br.C1(=CC=CC=C1)NC(=O)C=1N=C2N(C=C(C=C2)B2OC(C(O2)(C)C)(C)C)C1 (N-phenyl-6-(4,4,5,5-tetramethyl-1,3,2-dioxaborolan-2-yl)imidazo[1,2-a]pyridine-2-carboxamide hydrobromide), Cl (hydrochloric acid), C1(=CC=CC=C1)B(O)O (benzeneboronic acid). Solvent: C(C)#N (acetonitrile). Conditions: temperature 25 celsius, time 16 hour. Product: Cl.C1(=CC=CC=C1)NC(=O)C=1N=C2N(C=C(C=C2)B(O)O)C1 (2-phenylcarbamoylimidazo[1,2-a]pyridine-6-boronic acid hydrochloride). RXN SMILES: Br.[C:2]1([NH:8][C:9]([C:11]2[N:12]=[C:13]3[CH:18]=[CH:17][C:16]([B:19]4[O:23]C(C)(C)C(C)(C)[O:20]4)=[CH:15][N:14]3[CH:28]=2)=[O:10])[CH:7]=[CH:6][CH:5]=[CH:4][CH:3]=1.[ClH:29].C1(B(O)O)C=CC=CC=1>C(#N)C>[ClH:29].[C:2]1([NH:8][C:9]([C:11]2[N:12]=[C:13]3[CH:18]=[CH:17][C:16]([B:19]([OH:23])[OH:20])=[CH:15][N:14]3[CH:28]=2)=[O:10])[CH:7]=[CH:6][CH:5]=[CH:4][CH:3]=1 |f:0.1,5.6|. Reported procedure: 2°) A solution of 0.19 g of N-phenyl-6-(4,4,5,5-tetramethyl-1,3,2-dioxaborolan-2-yl)imidazo[1,2-a]pyridine-2-carboxamide hydrobromide (1:1) in 9 mL of acetonitrile is treated with 0.5 mL of hydrochloric acid and 1 g of polymer-supported benzeneboronic acid (Alfa-Aesar L19459, ˜3 mmol/g). The reaction mixture is stirred for 16 hours at 25° C. and then refluxed for 1 hour. The resin is filtered off, washed with acetonitrile and then with methanol and the combined filtrates are evaporated to drynes... Reactants: Cl.NC1C(CC(C1)(F)F)NC(C1=C(C=CC=C1)N1N=CC=N1)=O (N-(2-amino-4,4-difluorocyclopentyl)-2-(2H-1,2,3-triazol-2-yl)benzamide hydrochloride), Cl.NC1C(CC(C1)(F)F)NC(C1=C(C=CC=C1)N1N=CC=N1)=O (N-(2-amino-4,4-difluorocyclopentyl)-2-(2H-1,2,3-triazol-2-yl)benzamide hydrochloride), ClC1=NC=C(N=C1)C(F)(F)F (2-chloro-5-(trifluoromethyl)pyrazine), CCN(C(C)C)C(C)C (DIPEA). Solvent: CS(=O)C (DMSO). Yields the product FC1(CC(C(C1)NC(C1=C(C=CC=C1)N1N=CC=N1)=O)NC1=NC=C(N=C1)C(F)(F)F)F (N-(4,4-Difluoro-2-{[5-(trifluoromethyl)pyrazin-2-yl]amino}cyclopentyl)-2-(2H-1,2,3-triazol-2-yl)benzamide). As a reaction SMILES: Cl.[NH2:2][CH:3]1[CH2:7][C:6]([F:9])([F:8])[CH2:5][CH:4]1[NH:10][C:11](=[O:23])[C:12]1[CH:17]=[CH:16][CH:15]=[CH:14][C:13]=1[N:18]1[N:22]=[CH:21][CH:20]=[N:19]1.Cl[C:25]1[CH:30]=[N:29][C:28]([C:31]([F:34])([F:33])[F:32])=[CH:27][N:26]=1.CCN(C(C)C)C(C)C>CS(C)=O>[F:8][C:6]1([F:9])[CH2:5][CH:4]([NH:10][C:11](=[O:23])[C:12]2[CH:17]=[CH:16][CH:15]=[CH:14][C:13]=2[N:18]2[N:19]=[CH:20][CH:21]=[N:22]2)[CH:3]([NH:2][C:25]2[CH:30]=[N:29][C:28]([C:31]([F:34])([F:33])[F:32])=[CH:27][N:26]=2)[CH2:7]1 |f:0.1|. Procedure: A microwave vial was charged with N-(2-amino-4,4-difluorocyclopentyl)-2-(2H-1,2,3-triazol-2-yl)benzamide hydrochloride (Intermediate 42; 65 mg, 0.19 mmol), 2-chloro-5-(trifluoromethyl)pyrazine (CAS number 799557-87-2; 38 mg, 0.21 mmol) and DIPEA (99 μl, 0.57 mmol) in dry DMSO (630 μl). The reaction was subjected to microwave irradiation at 140° C. for 30 minutes. The reaction was partitioned between ethyl acetate and water. The organics were washed with water and brine, dried over magnesium sulf... The reactants are C[N+]1([O-])CCOCC1, ClC(Cl)(Cl)Cl, Cc1c(-c2ccc(F)cc2)oc2ncc(-c3cccc(C(=O)NC4(c5ccccc5)CC4)c3)cc12, CC(C)(C#N)N=NC(C)(C)C#N, O=C1CCC(=O)N1Br. The product is O=Cc1c(-c2ccc(F)cc2)oc2ncc(-c3cccc(C(=O)NC4(c5ccccc5)CC4)c3)cc12. Reaction SMILES: [CH3:56][N+:57]1([O-:58])[CH2:59][CH2:60][O:61][CH2:62][CH2:63]1.[Cl:64][C:65]([Cl:66])([Cl:67])[Cl:68].[F:21][c:22]1[cH:23][cH:24][c:25](-[c:28]2[c:29]([CH3:55])[c:30]3[c:31]([n:32][cH:33][c:34](-[c:36]4[cH:37][c:38]([C:39](=[O:40])[NH:41][C:42]5([c:45]6[cH:46][cH:47][cH:48][cH:49][cH:50]6)[CH2:43][CH2:44]5)[cH:51][cH:52][cH:53]4)[cH:35]3)[o:54]2)[cH:26][cH:27]1.[N:1]#[C:2][C:3]([N:4]=[N:5][C:6]([C:7]#[N:8])([CH3:9])[CH3:10])([CH3:11])[CH3:12].[O:13]=[C:14]1[N:15]([Br:16])[C:17](=[O:18])[CH2:19][CH2:20]1>>[O:13]=[CH:55][c:29]1[c:28](-[c:25]2[cH:24][cH:23][c:22]([F:21])[cH:27][cH:26]2)[o:54][c:31]2[c:30]1[cH:35][c:34](-[c:36]1[cH:37][c:38]([C:39](=[O:40])[NH:41][C:42]3([c:45]4[cH:46][cH:47][cH:48][cH:49][cH:50]4)[CH2:43][CH2:44]3)[cH:51][cH:52][cH:53]1)[cH:33][n:32]2. Yields the product C1CC(C23CSC(SC2)SC3)C1. Reactants: COC(OC)OC, SCC(CS)(CS)C1CCC1, c1ccccc1. As a reaction SMILES: [CH3:12][O:13][CH:14]([O:15][CH3:16])[O:17][CH3:18].[CH:1]1([C:5]([CH2:6][SH:7])([CH2:8][SH:9])[CH2:10][SH:11])[CH2:2][CH2:3][CH2:4]1.[cH:19]1[cH:20][cH:21][cH:22][cH:23][cH:24]1>>[CH:1]1([C:5]23[CH2:6][S:7][CH:12]([S:9][CH2:8]2)[S:11][CH2:10]3)[CH2:2][CH2:3][CH2:4]1.